This data is from the Open Reaction Database (ORD), a public repository of structured organic reaction records. The task is: describe an organic reaction: reactants, conditions, products, and yield The reactants are COc1cc2c(-c3cc4c(C=O)ccnc4n3S(=O)(=O)c3ccc(C)cc3)cn(C)c2cc1OC, Nc1ccccc1. Yields the product COc1cc2c(-c3cc4c(CNc5ccccc5)ccnc4n3S(=O)(=O)c3ccc(C)cc3)cn(C)c2cc1OC. Reaction SMILES: [CH3:1][O:2][c:3]1[cH:4][c:5]2[c:6](-[c:15]3[cH:16][c:17]4[c:18]([n:19][cH:20][cH:21][c:22]4[CH:23]=[O:24])[n:25]3[S:26](=[O:27])(=[O:28])[c:29]3[cH:30][cH:31][c:32]([CH3:35])[cH:33][cH:34]3)[cH:7][n:8]([CH3:14])[c:9]2[cH:10][c:11]1[O:12][CH3:13].[NH2:36][c:37]1[cH:38][cH:39][cH:40][cH:41][cH:42]1>>[CH3:1][O:2][c:3]1[cH:4][c:5]2[c:6](-[c:15]3[cH:16][c:17]4[c:18]([n:19][cH:20][cH:21][c:22]4[CH2:23][NH:36][c:37]4[cH:38][cH:39][cH:40][cH:41][cH:42]4)[n:25]3[S:26](=[O:27])(=[O:28])[c:29]3[cH:30][cH:31][c:32]([CH3:35])[cH:33][cH:34]3)[cH:7][n:8]([CH3:14])[c:9]2[cH:10][c:11]1[O:12][CH3:13].